From a dataset of the Open Reaction Database (ORD), a public repository of structured organic reaction records. describe an organic reaction: reactants, conditions, products, and yield Reactants: COC1=C(C(=C2C(OCC2=C1C)=O)OCOCCOC)C/C=C(/CBr)\C ((E)-4-(1,3-dihydro-6-methoxy -4-methoxyethoxymethoxy-7-methyl-3-oxoisobenzofuran-5-yl)-2-methylbut2-enyl bromide), [NH4+].[Cl-] (NH4Cl), product, C(C)(=O)OCC (ethyl acetate), [Li]CCCC (n-BuLi), ice, C(C)(C)NC(C)C (diisopropylamine). Run in C1CCOC1 (THF), CN(C)P(=O)(N(C)C)N(C)C (HMPA), C1CCOC1 (THF), C1CCOC1 (THF). Conditions: temperature 0 celsius, time 20 minute. The product is COCCOCOC1=C2C(OCC2=C(C(=C1C/C=C(/CC(C(=O)OCC)N)\C)OC)C)=O (ethyl (E)-6-(4-methoxyethoxymethoxy -1,3-dihydro-6-methoxy-7-methyl-3-oxoisobenzofuran-5-yl)-2-amino-4-methyl -4-hexenoate). The yield is 63.0%. Reaction SMILES: C([NH:4]C(C)C)(C)C.[Li]CCCC.[CH3:13][O:14][C:15]1[C:23]([CH3:24])=[C:22]2[C:18]([C:19](=[O:25])[O:20][CH2:21]2)=[C:17]([O:26][CH2:27][O:28][CH2:29][CH2:30][O:31][CH3:32])[C:16]=1[CH2:33]/[CH:34]=[C:35](\[CH3:38])/[CH2:36]Br.[NH4+].[Cl-].[C:41]([O:44][CH2:45][CH3:46])(=[O:43])[CH3:42]>C1COCC1.CN(P(N(C)C)(N(C)C)=O)C>[CH3:32][O:31][CH2:30][CH2:29][O:28][CH2:27][O:26][C:17]1[C:16]([CH2:33]/[CH:34]=[C:35](\[CH3:38])/[CH2:36][CH:42]([NH2:4])[C:41]([O:44][CH2:45][CH3:46])=[O:43])=[C:15]([O:14][CH3:13])[C:23]([CH3:24])=[C:22]2[C:18]=1[C:19](=[O:25])[O:20][CH2:21]2 |f:3.4|. Procedure details: Freshly distilled diisopropylamine (0.435 ml) was dissolved in THF (10 ml). The solution was cooled to 0° C. and n-BuLi (1.3 ml, 2.38M) was added. The mixture was stirred at 0° C. for 20 minutes. The ice-bath was replaced by a dry ice-acetone bath and a solution of ethyl benzylidine glycinate (0.445 g) in THF (2 ml) was added slowly at -78°. The resulting red solution was stirred at -78° C. for 40 minutes. This solution was then transferred via cannula to a solution of (E)-4-(1,3-dihydro-6-metho... The reactants are C(C)(C)N1C(OC2(C1)COC1=C(OC2)C=CC(=C1)N)=O (3'-isopropyl-7-amino-3,4-dihydro-2H-1,5-benzodioxepin-3-spiro-5'-oxazolidin-2'-one), CS(=O)(=O)Cl (methanesulfonyl chloride). The product is C(C)(C)N1C(OC2(C1)COC1=C(OC2)C=CC(=C1)NS(=O)(=O)C)=O (3'-isopropyl-7-methanesulfonamido-3,4-dihydro-2H-1,5-benzodioxepin-3-spiro-5'-oxazolidin-2'-one). Reaction SMILES: [CH:1]([N:4]1[CH2:8][C:7]2([CH2:14][O:13][C:12]3[CH:15]=[CH:16][C:17]([NH2:19])=[CH:18][C:11]=3[O:10][CH2:9]2)[O:6][C:5]1=[O:20])([CH3:3])[CH3:2].[CH3:21][S:22](Cl)(=[O:24])=[O:23]>>[CH:1]([N:4]1[CH2:8][C:7]2([CH2:14][O:13][C:12]3[CH:15]=[CH:16][C:17]([NH:19][S:22]([CH3:21])(=[O:24])=[O:23])=[CH:18][C:11]=3[O:10][CH2:9]2)[O:6][C:5]1=[O:20])([CH3:3])[CH3:2]. Procedure details: By reacting the oxazolidinone obtained in Step A with methanesulfonyl chloride and employing the other reaction conditions and procedure described in Example 87, Step A, there is obtained 3'-isopropyl-7-methanesulfonamido-3,4-dihydro-2H-1,5-benzodioxepin-3-spiro-5'-oxazolidin-2'-one. Reactants: CCCCS(=O)(=O)Cl, CCN(C(C)C)C(C)C, O=c1cc(O)c2cc(Cl)ccc2o1, ClCCl. The product is CCCCS(=O)(=O)Oc1cc(=O)oc2ccc(Cl)cc12. Reaction SMILES: [CH2:23]([CH2:24][CH2:25][CH3:26])[S:27](=[O:28])(=[O:29])[Cl:30].[CH:14]([N:15]([CH2:16][CH3:17])[CH:18]([CH3:19])[CH3:20])([CH3:21])[CH3:22].[Cl:1][c:2]1[cH:3][c:4]2[c:5]([OH:13])[cH:6][c:7](=[O:12])[o:8][c:9]2[cH:10][cH:11]1.[Cl:31][CH2:32][Cl:33]>>[Cl:1][c:2]1[cH:3][c:4]2[c:5]([O:13][S:27]([CH2:23][CH2:24][CH2:25][CH3:26])(=[O:28])=[O:29])[cH:6][c:7](=[O:12])[o:8][c:9]2[cH:10][cH:11]1.